This data is from the Open Reaction Database (ORD), a public repository of structured organic reaction records. The task is: describe an organic reaction: reactants, conditions, products, and yield Reactants: CC1(C)CN(C(=O)OCc2ccccc2)CC(=O)N1c1ccccc1, CO. The product is CC1(C)CNCC(=O)N1c1ccccc1. Reaction SMILES: [CH2:1]([O:2][C:3](=[O:4])[N:11]1[CH2:12][C:13]([CH3:24])([CH3:25])[N:14]([c:18]2[cH:19][cH:20][cH:21][cH:22][cH:23]2)[C:15](=[O:17])[CH2:16]1)[c:5]1[cH:6][cH:7][cH:8][cH:9][cH:10]1.[CH3:26][OH:27]>>[NH:11]1[CH2:12][C:13]([CH3:24])([CH3:25])[N:14]([c:18]2[cH:19][cH:20][cH:21][cH:22][cH:23]2)[C:15](=[O:17])[CH2:16]1. Isolated yield 84.3%. Reported procedure: To a solution of ethyl (2′-oxo-2,3-dihydrospiro[furo[2,3-g][1,4]benzodioxine-8,3′-indol]-1′(2′H)-yl)acetate (0.35 g, 0.92 mmol) in ethanol (10 mL) was added hydrazine hydrate (0.15 mL, 1.84 mmol) and the solution was heated at reflux for 16 h. Upon being allowed to cool to ambient temperature a solid precipitate formed. The solid was filtered and washed with ethanol (2 mL) to afford 2-(2′-oxo-2,3-dihydrospiro[furo[2,3-g][1,4]benzodioxine-8,3′-indol]-1′(2′H)-yl)acetohydrazide (0.285 g, 84%) as a ... Run in C(C)O (ethanol). The product is O=C1N(C2=CC=CC=C2C12COC1=CC3=C(OCCO3)C=C12)CC(=O)NN (2-(2′-oxo-2,3-dihydrospiro[furo[2,3-g][1,4]benzodioxine-8,3′-indol]-1′(2′H)-yl)acetohydrazide). RXN SMILES: [O:1]=[C:2]1[C:10]2([C:22]3[C:13](=[CH:14][C:15]4[O:20][CH2:19][CH2:18][O:17][C:16]=4[CH:21]=3)[O:12][CH2:11]2)[C:9]2[C:4](=[CH:5][CH:6]=[CH:7][CH:8]=2)[N:3]1[CH2:23][C:24]([O:26]CC)=O.O.[NH2:30][NH2:31]>C(O)C>[O:1]=[C:2]1[C:10]2([C:22]3[C:13](=[CH:14][C:15]4[O:20][CH2:19][CH2:18][O:17][C:16]=4[CH:21]=3)[O:12][CH2:11]2)[C:9]2[C:4](=[CH:5][CH:6]=[CH:7][CH:8]=2)[N:3]1[CH2:23][C:24]([NH:30][NH2:31])=[O:26] |f:1.2|. Starting materials: O=C1N(C2=CC=CC=C2C12COC1=CC3=C(OCCO3)C=C12)CC(=O)OCC (ethyl (2′-oxo-2,3-dihydrospiro[furo[2,3-g][1,4]benzodioxine-8,3′-indol]-1′(2′H)-yl)acetate), O.NN (hydrazine hydrate). Starting materials: CCOc1ccc(CO)cc1OCC, Cc1ccccc1, CCOC(C)=O, O=S(Cl)Cl, c1ccncc1. Product: CCOc1ccc(CCl)cc1OCC. Reaction SMILES: [CH2:1]([CH3:2])[O:3][c:4]1[cH:5][c:6]([CH2:7][OH:8])[cH:9][cH:10][c:11]1[O:12][CH2:13][CH3:14].[CH3:25][c:26]1[cH:27][cH:28][cH:29][cH:30][cH:31]1.[CH3:32][CH2:33][O:34][C:35](=[O:36])[CH3:37].[S:21]([Cl:22])([Cl:23])=[O:24].[cH:15]1[cH:16][cH:17][n:18][cH:19][cH:20]1>>[CH2:1]([CH3:2])[O:3][c:4]1[cH:5][c:6]([CH2:7][Cl:23])[cH:9][cH:10][c:11]1[O:12][CH2:13][CH3:14]. Yields the product CCC(NC(=O)C(CC(=O)N1CCCC1)CS(=O)(=O)Cc1ccccc1)C(O)c1nnc(-c2ccncc2)o1. Reactants: ClCCCl, CN1CCOCC1, CCC(N)C(O)c1nnc(-c2ccncc2)o1, O=C(O)C(CC(=O)N1CCCC1)CS(=O)(=O)Cc1ccccc1, On1nnc2ccccc21. As a reaction SMILES: [CH2:51]([Cl:52])[CH2:53][Cl:54].[CH3:55][N:56]1[CH2:57][CH2:58][O:59][CH2:60][CH2:61]1.[NH2:24][CH:25]([CH:26]([OH:27])[c:28]1[o:29][c:30](-[c:33]2[cH:34][cH:35][n:36][cH:37][cH:38]2)[n:31][n:32]1)[CH2:39][CH3:40].[O:1]=[C:2]([CH2:3][CH:4]([C:5](=[O:6])[OH:7])[CH2:8][S:9](=[O:10])(=[O:11])[CH2:12][c:13]1[cH:14][cH:15][cH:16][cH:17][cH:18]1)[N:19]1[CH2:20][CH2:21][CH2:22][CH2:23]1.[OH:41][n:42]1[c:43]2[c:44]([cH:45][cH:46][cH:47][cH:48]2)[n:49][n:50]1>>[O:1]=[C:2]([CH2:3][CH:4]([C:5](=[O:7])[NH:24][CH:25]([CH:26]([OH:27])[c:28]1[o:29][c:30](-[c:33]2[cH:34][cH:35][n:36][cH:37][cH:38]2)[n:31][n:32]1)[CH2:39][CH3:40])[CH2:8][S:9](=[O:10])(=[O:11])[CH2:12][c:13]1[cH:14][cH:15][cH:16][cH:17][cH:18]1)[N:19]1[CH2:20][CH2:21][CH2:22][CH2:23]1. Reactants: BrC1=CC=C(C=N1)C(=O)N1CCN(CC1)C1=NC=C(C#N)C=C1C (6-[4-(6-bromopyridine-3-carbonyl)piperazin-1-yl]-5-methylnicotinonitrile), S1(NCCC1)(=O)=O (isothiazolidine 1,1-dioxide). The product is O=S1(N(CCC1)C1=CC=C(C=N1)C(=O)N1CCN(CC1)C1=NC=C(C#N)C=C1C)=O (6-[4-[6-(1,1-dioxo-1λ6-isothiazolidin-2-yl)pyridine-3-carbonyl]piperazin-1-yl]-5-methylnicotinonitrile). Yield: 58.0%. As a reaction SMILES: Br[C:2]1[N:7]=[CH:6][C:5]([C:8]([N:10]2[CH2:15][CH2:14][N:13]([C:16]3[C:23]([CH3:24])=[CH:22][C:19]([C:20]#[N:21])=[CH:18][N:17]=3)[CH2:12][CH2:11]2)=[O:9])=[CH:4][CH:3]=1.[S:25]1(=[O:31])(=[O:30])[CH2:29][CH2:28][CH2:27][NH:26]1>>[O:30]=[S:25]1(=[O:31])[CH2:29][CH2:28][CH2:27][N:26]1[C:2]1[N:7]=[CH:6][C:5]([C:8]([N:10]2[CH2:15][CH2:14][N:13]([C:16]3[C:23]([CH3:24])=[CH:22][C:19]([C:20]#[N:21])=[CH:18][N:17]=3)[CH2:12][CH2:11]2)=[O:9])=[CH:4][CH:3]=1. Procedure details: Using 6-[4-(6-bromopyridine-3-carbonyl)piperazin-1-yl]-5-methylnicotinonitrile (200 mg) described in Preparation Example 160 and isothiazolidine 1,1-dioxide (94 mg) and by the reaction and treatment in the same manner as in Example 1, the title compound (128 mg) was obtained. Starting materials: ester, [OH-].[Li+] (lithium hydroxide), OC1=CC(=NC=C1)C(=O)O (4-hydroxypyridine-2-carboxylic acid), C([O-])([O-])=O.[K+].[K+] (potassium carbonate), n-bromobutane. The solvent is C1CCOC1 (THF), CN(C)C=O (DMF). Run at temperature 60 celsius, time 2 hour. The product is C(CCC)OC1=CC(=NC=C1)C(=O)O (4-butoxypyridine-2-carboxylic acid). RXN SMILES: [OH:1][C:2]1[CH:7]=[CH:6][N:5]=[C:4]([C:8]([OH:10])=[O:9])[CH:3]=1.C(=O)([O-])[O-].[K+].[K+].[OH-].[Li+]>CN(C=O)C.C1COCC1>[CH2:7]([O:1][C:2]1[CH:7]=[CH:6][N:5]=[C:4]([C:8]([OH:10])=[O:9])[CH:3]=1)[CH2:2][CH2:3][CH3:4] |f:1.2.3,4.5|. Reported procedure: To 4-hydroxypyridine-2-carboxylic acid 10b (R9=hydroxy) (200 mg, 1.4 mmol) in DMF (2 mL), potassium carbonate (397 mg, 2.8 mmol) was added followed by n-bromobutane (197 mg, 1.4 mmol), warmed at 60° C. for overnight. The solvent was removed to obtain the crude ester product. The crude ester (360 mg, 1.4 mmol) was dissolved in THF (4 mL), lithium hydroxide (72 mg, 1.7 mmol) was added, and the reaction mixture stirred at room temperature for 2 hr. The residue obtained on removal of solvent was pur... Starting materials: ClCCCCCCO (6-Chlorohexanol), C1(=CC=C(C=C1)S(=O)(=O)O)C (p-toluenesulphonic acid), O1CCCC=C1 (Dihydropyran). The solvent is CCOCC (ether), CCOCC (ether). Reaction conditions: temperature 2.5 celsius, time 30 minute. Yields the product ClCCCCCCOC1OCCCC1 (2-(6-Chloro-hexyloxy)tetrahydropyran). Reaction SMILES: [Cl:1][CH2:2][CH2:3][CH2:4][CH2:5][CH2:6][CH2:7][OH:8].C1(C)C=CC(S(O)(=O)=O)=CC=1.[O:20]1[CH:25]=[CH:24][CH2:23][CH2:22][CH2:21]1>CCOCC>[Cl:1][CH2:2][CH2:3][CH2:4][CH2:5][CH2:6][CH2:7][O:8][CH:21]1[CH2:22][CH2:23][CH2:24][CH2:25][O:20]1. Procedure: 6-Chlorohexanol (6.85 g, 10 mmol) and p-toluenesulphonic acid (500 mg), were dissolved in dry ether (75 ml) and cooled to 0-5° C. in an ice bath. Dihydropyran (4.3 g, 10 mmol) in dry ether (25 ml) was added dropwise with constant stirring over a 30 minute period. After complete addition, the cooling bath was removed and stirring continued for 16 hours. The solution was extracted with water (50 ml×2), dried (MgSO4), filtered and the solvent evaporated under reduced pressure to leave a pale yellow...